Dataset: the Open Reaction Database (ORD), a public repository of structured organic reaction records. Task: describe an organic reaction: reactants, conditions, products, and yield The reactants are O=C1CCC(=O)N1Br, ClCCl, OCCCc1ccc(C(F)(F)F)cc1, c1ccc(P(c2ccccc2)c2ccccc2)cc1. Product: FC(F)(F)c1ccc(CCCBr)cc1. RXN SMILES: [Br:34][N:35]1[C:36](=[O:37])[CH2:38][CH2:39][C:40]1=[O:41].[CH2:42]([Cl:43])[Cl:44].[F:1][C:2]([c:3]1[cH:4][cH:5][c:6]([CH2:9][CH2:10][CH2:11][OH:12])[cH:7][cH:8]1)([F:13])[F:14].[c:15]1([P:16]([c:17]2[cH:18][cH:19][cH:20][cH:21][cH:22]2)[c:23]2[cH:24][cH:25][cH:26][cH:27][cH:28]2)[cH:29][cH:30][cH:31][cH:32][cH:33]1>>[F:1][C:2]([c:3]1[cH:4][cH:5][c:6]([CH2:9][CH2:10][CH2:11][Br:34])[cH:7][cH:8]1)([F:13])[F:14]. Reactants: CC1(C)CC(=O)OC1=O, Nc1cccc([N+](=O)[O-])c1, C1CCOC1. Yields the product CC(C)(CC(=O)Nc1cccc([N+](=O)[O-])c1)C(=O)O. Reaction SMILES: [CH3:11][C:12]1([CH3:19])[C:13](=[O:14])[O:15][C:16](=[O:18])[CH2:17]1.[N+:1](=[O:2])([O-:3])[c:4]1[cH:5][c:6]([NH2:7])[cH:8][cH:9][cH:10]1.[O:20]1[CH2:21][CH2:22][CH2:23][CH2:24]1>>[N+:1](=[O:2])([O-:3])[c:4]1[cH:5][c:6]([NH:7][C:16]([CH2:17][C:12]([CH3:11])([C:13](=[O:14])[OH:15])[CH3:19])=[O:18])[cH:8][cH:9][cH:10]1. Reagents/catalysts: CN(C)C=O (DMF). As a reaction SMILES: [CH3:1][C:2]1([CH3:20])[CH2:7][CH2:6][CH:5]([O:8][C:9]2[C:18]3[C:13](=[C:14]([NH2:19])[CH:15]=[CH:16][CH:17]=3)[N:12]=[CH:11][N:10]=2)[CH2:4][CH2:3]1.[Cl:21][C:22]1[C:27]([C:28](O)=[O:29])=[C:26]([F:31])[C:25]([CH2:32][NH:33][C:34](=[O:39])[C:35]([CH3:38])([CH3:37])[CH3:36])=[CH:24][CH:23]=1.C(Cl)(=O)C(Cl)=O.CCN(C(C)C)C(C)C>CN(C=O)C.C(Cl)Cl>[Cl:21][C:22]1[C:27]([C:28]([NH:19][C:14]2[CH:15]=[CH:16][CH:17]=[C:18]3[C:13]=2[N:12]=[CH:11][N:10]=[C:9]3[O:8][CH:5]2[CH2:4][CH2:3][C:2]([CH3:20])([CH3:1])[CH2:7][CH2:6]2)=[O:29])=[C:26]([F:31])[C:25]([CH2:32][NH:33][C:34](=[O:39])[C:35]([CH3:37])([CH3:36])[CH3:38])=[CH:24][CH:23]=1. Run in C(Cl)Cl (CH2Cl2). Product: ClC1=CC=C(C(=C1C(=O)NC=1C=CC=C2C(=NC=NC12)OC1CCC(CC1)(C)C)F)CNC(C(C)(C)C)=O (6-Chloro-N-(4-((4,4-dimethylcyclohexyl)oxy)quinazolin-8-yl)-2-fluoro-3-(pivalamidomethyl)benzamide). Starting materials: CC1(CCC(CC1)OC1=NC=NC2=C(C=CC=C12)N)C (4-((4,4-dimethylcyclohexyl)oxy)quinazolin-8-amine), CCN(C(C)C)C(C)C (DIPEA), ClC1=CC=C(C(=C1C(=O)O)F)CNC(C(C)(C)C)=O (6-chloro-2-fluoro-3-(pivalamidomethyl)benzoic acid), C(C(=O)Cl)(=O)Cl (oxalyl chloride). Yield: 4.0%. Reported procedure: The title compound was prepared following the procedure described in Example-1 using 4-((4,4-dimethylcyclohexyl)oxy)quinazolin-8-amine (Intermediate-10, 100 mg, 0.369 mmol), 6-chloro-2-fluoro-3-(pivalamidomethyl)benzoic acid (Intermediate-2, 211 mg, 0.738 mmol), oxalyl chloride (139 mg, 1.11 mmol), DMF (1 drop) and DIPEA (143 mg, 1.11 mmol) in CH2Cl2 (5 mL) to afford 8 mg of the title product. 1H NMR (300 MHz, DMSO-d6): δ 10.76 (s, 1H), 8.81-8.62 (m, 2H), 8.16 (br t, 1H), 7.95-7.92 (d, J=8.4 Hz,... Starting materials: C1CCOC1, COC(=O)c1ccc2[nH]c(-c3c(Cl)cccc3Cl)cc2c1, [Li+], [OH-]. Yields the product O=C(O)c1ccc2[nH]c(-c3c(Cl)cccc3Cl)cc2c1. RXN SMILES: [CH2:24]1[O:25][CH2:26][CH2:27][CH2:28]1.[CH3:1][O:2][C:3](=[O:4])[c:5]1[cH:6][c:7]2[cH:8][c:9](-[c:14]3[c:15]([Cl:21])[cH:16][cH:17][cH:18][c:19]3[Cl:20])[nH:10][c:11]2[cH:12][cH:13]1.[Li+:23].[OH-:22]>>[O:2]=[C:3]([OH:4])[c:5]1[cH:6][c:7]2[cH:8][c:9](-[c:14]3[c:15]([Cl:21])[cH:16][cH:17][cH:18][c:19]3[Cl:20])[nH:10][c:11]2[cH:12][cH:13]1.